Dataset: the Open Reaction Database (ORD), a public repository of structured organic reaction records. Task: describe an organic reaction: reactants, conditions, products, and yield Starting materials: NC1=CC(=NN1C1=CC=C(C=C1)CO)C(C)(C)C ((4-(5-Amino-3-tert-butyl-1H-pyrazol-1-yl)phenyl)methanol), N1C=NC=C1 (imidazole), CC(C)(C)[Si](C)(C)Cl (TBDMS-Cl). The solvent is O (water), CN(C)C=O (DMF). Product: C(C)(C)(C)C1=NN(C(=C1)N)C1=CC=C(C=C1)CO[Si](C)(C)C(C)(C)C (3-tert-Butyl-1-(4-((tert-butyldimethylsilyloxy)methyl)phenyl)-1H-pyrazol-5-amine). The yield is 93.2%. Reaction SMILES: [NH2:1][C:2]1[N:6]([C:7]2[CH:12]=[CH:11][C:10]([CH2:13][OH:14])=[CH:9][CH:8]=2)[N:5]=[C:4]([C:15]([CH3:18])([CH3:17])[CH3:16])[CH:3]=1.N1C=CN=C1.[CH3:24][C:25]([Si:28](Cl)([CH3:30])[CH3:29])([CH3:27])[CH3:26]>CN(C=O)C.O>[C:15]([C:4]1[CH:3]=[C:2]([NH2:1])[N:6]([C:7]2[CH:12]=[CH:11][C:10]([CH2:13][O:14][Si:28]([C:25]([CH3:27])([CH3:26])[CH3:24])([CH3:30])[CH3:29])=[CH:9][CH:8]=2)[N:5]=1)([CH3:18])([CH3:17])[CH3:16]. Procedure details: To a stirred solution of the benzyl alcohol (66) (640 mg, 2.61 mmol) and imidazole (266 mg, 3.91 mmol) in DMF (5.0 mL) at RT was added TBDMS-Cl (590 mg, 3.91 mmol). After 3 hr the reaction mixture was diluted with water and extracted with Et2O. The organic layer was washed with brine, dried (MgSO4) and then evaporated in vacuo to afford the title compound (Intermediate N) (875 mg, 89%): m/z 360 (M+H)+ (ES+) The reactants are C(C#C)C1CCN(CC1)C(=O)OC1=CC=CC=C1 (Phenyl 4-(prop-2-ynyl)piperidine-1-carboxylate), IC=1N=C(C=2N=CN([C@H]3[C@H](O)[C@H](O)[C@@H](CO)O3)C2N1)N (2-iodoadenosine). Product: O(C1=CC=CC=C1)C(=O)N1CCC(CC1)CC#CC=1N=C(C=2N=CN([C@H]3[C@H](O)[C@H](O)[C@@H](CO)O3)C2N1)N (2-{3-[1-(Phenoxycarbonyl)piperidin-4-yl]propyn-1-yl}adenosine). RXN SMILES: [CH2:1]([CH:4]1[CH2:9][CH2:8][N:7]([C:10]([O:12][C:13]2[CH:18]=[CH:17][CH:16]=[CH:15][CH:14]=2)=[O:11])[CH2:6][CH2:5]1)[C:2]#[CH:3].I[C:20]1[N:21]=[C:22]([NH2:38])[C:23]2[N:24]=[CH:25][N:26]([C:36]=2[N:37]=1)[C@@H:27]1[O:35][C@H:32]([CH2:33][OH:34])[C@@H:30]([OH:31])[C@H:28]1[OH:29]>>[O:12]([C:10]([N:7]1[CH2:6][CH2:5][CH:4]([CH2:1][C:2]#[C:3][C:20]2[N:21]=[C:22]([NH2:38])[C:23]3[N:24]=[CH:25][N:26]([C:36]=3[N:37]=2)[C@@H:27]2[O:35][C@H:32]([CH2:33][OH:34])[C@@H:30]([OH:31])[C@H:28]2[OH:29])[CH2:9][CH2:8]1)=[O:11])[C:13]1[CH:14]=[CH:15][CH:16]=[CH:17][CH:18]=1. Reported procedure: Batch: AB-9-97. Phenyl 4-(prop-2-ynyl)piperidine-1-carboxylate, batch JR28-11 (0.329 g, 1.352 mmol) was added to a solution of 2-iodoadenosine (0.513 g, 1.305 mmol) according to general procedure 2. Yield: 54.5 mg, 82%. 1H NMR (CD3OD) δ 8.30 (s, 1H), 7.38-7.06 (3×m, 5H), 5.94 (d, 1H), 4.71 (m, 1H), 4.32-4.17 (2×m, 7H), 3.92-3.72 (2×d, 2H), 3.10-2.90 (2×bt, 4H), 2.48 (d, 5H), 1.93 (2×m, 5H). m/z MH+=509.18. HPLC rt=5.3 min.